Dataset: the Open Reaction Database (ORD), a public repository of structured organic reaction records. Task: describe an organic reaction: reactants, conditions, products, and yield The reactants are CC(Cl)Cl, O=C1CCC(=O)N1I, COC(=O)c1cccc(-c2cnc3[nH]ncc3c2)c1. Product: COC(=O)c1cccc(-c2cnc3[nH]nc(I)c3c2)c1. RXN SMILES: [Cl:28][CH:29]([Cl:30])[CH3:31].[O:20]=[C:21]1[N:22]([I:27])[C:23](=[O:24])[CH2:25][CH2:26]1.[nH:1]1[n:2][cH:3][c:4]2[c:5]1[n:6][cH:7][c:8](-[c:10]1[cH:11][c:12]([C:13](=[O:14])[O:15][CH3:16])[cH:17][cH:18][cH:19]1)[cH:9]2>>[nH:1]1[n:2][c:3]([I:27])[c:4]2[c:5]1[n:6][cH:7][c:8](-[c:10]1[cH:11][c:12]([C:13](=[O:14])[O:15][CH3:16])[cH:17][cH:18][cH:19]1)[cH:9]2.